Dataset: the Open Reaction Database (ORD), a public repository of structured organic reaction records. Task: describe an organic reaction: reactants, conditions, products, and yield The reactants are saturated aqueous solution, [Cl-].[Na+] (sodium chloride), [OH-].[Na+] (sodium hydroxide), FC(C(=O)O)(F)F (trifluoro acetic acid), ice, C(C1=CC(=CC=C1)OC)NCC1=CC(=CC=C1)OC (N,N-Di(3-Anisyl)amine), [BH4-].[Na+] (sodium borohydride), C=O (paraformaldehyde). Solvent: O (water), C1CCOC1 (THF). Product: C(C1=CC(=CC=C1)OC)N(C)CC1=CC(=CC=C1)OC (N,N-Di(3-Anisyl)-N-methylamine). Reaction SMILES: [CH2:1]([NH:10][CH2:11][C:12]1[CH:17]=[CH:16][CH:15]=[C:14]([O:18][CH3:19])[CH:13]=1)[C:2]1[CH:7]=[CH:6][CH:5]=[C:4]([O:8][CH3:9])[CH:3]=1.C=O.[BH4-].[Na+].F[C:25](F)(F)C(O)=O.[OH-].[Na+].[Cl-].[Na+]>O.C1COCC1>[CH2:11]([N:10]([CH2:1][C:2]1[CH:7]=[CH:6][CH:5]=[C:4]([O:8][CH3:9])[CH:3]=1)[CH3:25])[C:12]1[CH:17]=[CH:16][CH:15]=[C:14]([O:18][CH3:19])[CH:13]=1 |f:2.3,5.6,7.8|. Reported procedure: 10.0 g of N,N-Di(3-Anisyl)amine were dissolved 436 ml of anhydrous THF. 14.0 g of paraformaldehyde were added with stirring followed by 8.20 g of sodium borohydride. 190 ml of trifluoro acetic acid were added during 120 min and after completion of the addition the reaction mixture was stirred at room temperature over night. The reaction mixture was poured into 654 ml of an ice cubes containing 25.0%-weight solution of sodium hydroxide in water. After addition of 654 ml of a saturated aqueous sol... Starting materials: C(C)(C)(C)OC(C1=CC=C(C=C1)CN1C(C2=NC(=CN=C2C=N1)C#CCN1N=CN=C1)=O)=O (4-[1-Oxo-7-(3-[1,2,4]triazol-1-ylprop-1-ynyl)-1H-3,5,8-triazaisoquinolin-2-ylmethyl]benzoic acid tert-butyl ester). The solvent is FC(C(=O)O)(F)F (trifluoroacetic acid). Conditions: time 40 minute. The product is O=C1N(N=CC2=NC=C(N=C12)C#CCN1N=CN=C1)CC1=CC=C(C(=O)O)C=C1 (4-[1-Oxo-7-(3-[1,2,4]triazol-1-ylprop-1-ynyl)-1H-3,5,8-triazaisoquinolin-2-ylmethyl]benzoic acid). Reaction SMILES: C([O:5][C:6](=[O:33])[C:7]1[CH:12]=[CH:11][C:10]([CH2:13][N:14]2[N:23]=[CH:22][C:21]3[C:16](=[N:17][C:18]([C:24]#[C:25][CH2:26][N:27]4[CH:31]=[N:30][CH:29]=[N:28]4)=[CH:19][N:20]=3)[C:15]2=[O:32])=[CH:9][CH:8]=1)(C)(C)C>FC(F)(F)C(O)=O>[O:32]=[C:15]1[C:16]2[C:21](=[N:20][CH:19]=[C:18]([C:24]#[C:25][CH2:26][N:27]3[CH:31]=[N:30][CH:29]=[N:28]3)[N:17]=2)[CH:22]=[N:23][N:14]1[CH2:13][C:10]1[CH:11]=[CH:12][C:7]([C:6]([OH:33])=[O:5])=[CH:8][CH:9]=1. Reported procedure: A solution of 4-[1-oxo-7-(3-[1,2,4]triazol-1-ylprop-1-ynyl)-1H-3,5,8-triazaisoquinolin-2-ylmethyl]benzoic acid tert-butyl ester (0.46 g, 1.04 mmol, Example 15A) is treated with trifluoroacetic acid (10 mL) and stirred at room temperature for 40 minutes. The reaction mixture is evaporated to dryness, triturated with ethyl acetate, the solid is collected by filtration, washed with water, washed with ethyl acetate, and dried under house vacuum. This will afford the desired product. The reactants are COC1=C(C=CC=C1)[Mg]Br (2-methoxyphenylmagnesium bromide), C1C23C1(C2)C3 ([1.1.1]propellane). Yields the product COC1=C(C=CC=C1)C12CC(C1)C2 (1-(2-methoxyphenyl)bicyclo[1.1.1]pentane). Reaction SMILES: [CH3:1][O:2][C:3]1[CH:8]=[CH:7][CH:6]=[CH:5][C:4]=1[Mg]Br.[CH2:11]1[C:13]23[CH2:15][C:12]12[CH2:14]3>>[CH3:1][O:2][C:3]1[CH:8]=[CH:7][CH:6]=[CH:5][C:4]=1[C:12]12[CH2:15][CH:13]([CH2:14]1)[CH2:11]2. Procedure details: Reaction of 2-methoxyphenylmagnesium bromide with [1.1.1]propellane (see A. B. Shtarev et al., J. Am. Chem. Soc. 2001, 123, 3484-3492) afforded 1-(2-methoxyphenyl)bicyclo[1.1.1]pentane, which was treated with boron tribromide to provide the requisite phenol. The reactants are [Br-], O=C([O-])[O-], CC#N, [K+], [K+], [Li+], CC(N)CO, CS(=O)(=O)OCCN(CCOS(C)(=O)=O)c1cccc2c1OCCO2. Product: CC(CO)N1CCN(c2cccc3c2OCCO3)CC1. RXN SMILES: [Br-:32].[C:33](=[O:34])([O-:35])[O-:36].[CH3:39][C:40]#[N:41].[K+:37].[K+:38].[Li+:31].[NH2:26][CH:27]([CH3:28])[CH2:29][OH:30].[O:1]1[CH2:2][CH2:3][O:4][c:5]2[c:6]1[cH:7][cH:8][cH:9][c:10]2[N:11]([CH2:12][CH2:13][O:21][S:22]([CH3:23])(=[O:24])=[O:25])[CH2:19][CH2:20][O:14][S:15]([CH3:16])(=[O:17])=[O:18]>>[O:1]1[CH2:2][CH2:3][O:4][c:5]2[c:6]1[cH:7][cH:8][cH:9][c:10]2[N:11]1[CH2:12][CH2:13][N:26]([CH:27]([CH3:28])[CH2:29][OH:30])[CH2:20][CH2:19]1. Yields the product NC1=C(C=C(C(=O)O)C=C1C=NOC)Cl (4-amino-3-chloro-5-methoxyiminomethylbenzoic acid). Solvent: CO (methanol), [OH-].[Na+] (sodium hydroxide). As a reaction SMILES: [NH2:1][C:2]1[C:11]([CH:12]=[N:13][O:14][CH3:15])=[CH:10][C:5]([C:6]([O:8]C)=[O:7])=[CH:4][C:3]=1[Cl:16]>CO.[OH-].[Na+]>[NH2:1][C:2]1[C:11]([CH:12]=[N:13][O:14][CH3:15])=[CH:10][C:5]([C:6]([OH:8])=[O:7])=[CH:4][C:3]=1[Cl:16] |f:2.3|. Starting materials: NC1=C(C=C(C(=O)OC)C=C1C=NOC)Cl (methyl 4-amino-3-chloro-5-methoxyiminomethylbenzoate). Reported procedure: The methyl 4-amino-3-chloro-5-methoxyiminomethylbenzoate made in the previous step was dissolved in a mixture of 25 ml of methanol and 8 g ml of 10% of aqueous sodium hydroxide and the solution was then was refluxed for 2 hours. The methanol was removed using a rotary evaporator and the residue was partitioned between 25 ml of water and 25 ml of methylene chloride. To the cooled aqueous layer was added 6N aqueous hydrochloric acid, dropwise, with stirring, until the pH of mixture reached a value... Starting materials: [BH3-]C#N, CC(=O)O, CCC(C)=O, CO, Cc1ccc(NC(=O)c2cc(Cl)ccc2NCC2CCNCC2)nc1, [Na+], C1CCOC1. The product is CCC(C)N1CCC(CNc2ccc(Cl)cc2C(=O)Nc2ccc(C)cn2)CC1. RXN SMILES: [C:31]([BH3-:32])#[N:33].[C:35]([OH:36])(=[O:37])[CH3:38].[CH3:26][C:27](=[O:28])[CH2:29][CH3:30].[CH3:39][OH:40].[Cl:1][c:2]1[cH:3][cH:4][c:5]([NH:18][CH2:19][CH:20]2[CH2:21][CH2:22][NH:23][CH2:24][CH2:25]2)[c:6]([C:7](=[O:8])[NH:9][c:10]2[n:11][cH:12][c:13]([CH3:16])[cH:14][cH:15]2)[cH:17]1.[Na+:34].[O:41]1[CH2:42][CH2:43][CH2:44][CH2:45]1>>[Cl:1][c:2]1[cH:3][cH:4][c:5]([NH:18][CH2:19][CH:20]2[CH2:21][CH2:22][N:23]([CH:27]([CH3:26])[CH2:29][CH3:30])[CH2:24][CH2:25]2)[c:6]([C:7](=[O:8])[NH:9][c:10]2[n:11][cH:12][c:13]([CH3:16])[cH:14][cH:15]2)[cH:17]1. Starting materials: C(C)(=O)OCCOC1=C(C=CC=C1)I (2-(2-iodophenoxy)-ethyl acetate), C(CCC)[Sn](\C=C\[Sn](CCCC)(CCCC)CCCC)(CCCC)CCCC ((E)-1,2-bis-(tri-n-butylstannyl)-ethylene), II (iodine). The reagents and catalysts are [Pd].C1(=CC=CC=C1)P(C1=CC=CC=C1)C1=CC=CC=C1.C1(=CC=CC=C1)P(C1=CC=CC=C1)C1=CC=CC=C1.C1(=CC=CC=C1)P(C1=CC=CC=C1)C1=CC=CC=C1.C1(=CC=CC=C1)P(C1=CC=CC=C1)C1=CC=CC=C1 (tetrakis-(triphenylphosphine)-palladium). The product is C(C)(=O)OCCOC1=C(C=CC=C1)\C=C\I (2-[2-[(E)-2-iodovinyl]-phenoxy]-ethyl acetate). The yield is 42.2%. RXN SMILES: [C:1]([O:4][CH2:5][CH2:6][O:7][C:8]1[CH:13]=[CH:12][CH:11]=[CH:10][C:9]=1I)(=[O:3])[CH3:2].C([Sn](CC[CH2:41][CH3:42])(CCCC)/C=C/[Sn](CCCC)(CCCC)CCCC)CCC.[I:43]I>[Pd].C1(P(C2C=CC=CC=2)C2C=CC=CC=2)C=CC=CC=1.C1(P(C2C=CC=CC=2)C2C=CC=CC=2)C=CC=CC=1.C1(P(C2C=CC=CC=2)C2C=CC=CC=2)C=CC=CC=1.C1(P(C2C=CC=CC=2)C2C=CC=CC=2)C=CC=CC=1>[C:1]([O:4][CH2:5][CH2:6][O:7][C:8]1[CH:13]=[CH:12][CH:11]=[CH:10][C:9]=1/[CH:42]=[CH:41]/[I:43])(=[O:3])[CH3:2] |f:3.4.5.6.7|. Procedure details: Under the conditions of example 2D, 612 mg of 2-(2-iodophenoxy)-ethyl acetate and 3.2 g of (E)-1,2-bis-(tri-n-butylstannyl)-ethylene (50%) is reacted in the presence of 47 mg of tetrakis-(triphenylphosphine)-palladium, treated with 1.02 g of iodine, worked up and chromatographed on silica gel with n-hexane/ethyl acetate=95/5. 280 mg of 2-[2-[(E)-2-iodovinyl]-phenoxy]-ethyl acetate is obtained as an oily crude product, which is used without further purification in the next stage. Reactants: C, COCOC(Cc1ccc(N2CCOCC2)cc1)C(=O)OCc1ccccc1, CO, [H][H], [Pd]. The product is COCOC(Cc1ccc(N2CCOCC2)cc1)C(=O)O. As a reaction SMILES: [C:33].[CH3:1][O:2][CH2:3][O:4][CH:5]([C:6](=[O:7])[O:8][CH2:9][c:10]1[cH:11][cH:12][cH:13][cH:14][cH:15]1)[CH2:16][c:17]1[cH:18][cH:19][c:20]([N:23]2[CH2:24][CH2:25][O:26][CH2:27][CH2:28]2)[cH:21][cH:22]1.[CH3:31][OH:32].[H:29][H:30].[Pd:34]>>[CH3:1][O:2][CH2:3][O:4][CH:5]([C:6](=[O:7])[OH:8])[CH2:16][c:17]1[cH:18][cH:19][c:20]([N:23]2[CH2:24][CH2:25][O:26][CH2:27][CH2:28]2)[cH:21][cH:22]1. Reactants: CCOC(=O)CCCBr, O=C([O-])[O-], CN(C)C=O, CC(C)Oc1ncc(-c2nc(-c3ccc4c(c3)CCNCC4)no2)cc1Cl, Cl, [K+], [K+]. The product is CCOC(=O)CCCN1CCc2ccc(-c3noc(-c4cnc(OC(C)C)c(Cl)c4)n3)cc2CC1. Reaction SMILES: [Br:35][CH2:36][CH2:37][CH2:38][C:39](=[O:40])[O:41][CH2:42][CH3:43].[C:29](=[O:30])([O-:31])[O-:32].[CH3:44][N:45]([CH3:46])[CH:47]=[O:48].[Cl:2][c:3]1[cH:4][c:5](-[c:13]2[n:14][c:15](-[c:18]3[cH:19][c:20]4[c:21]([cH:27][cH:28]3)[CH2:22][CH2:23][NH:24][CH2:25][CH2:26]4)[n:16][o:17]2)[cH:6][n:7][c:8]1[O:9][CH:10]([CH3:11])[CH3:12].[ClH:1].[K+:33].[K+:34]>>[Cl:2][c:3]1[cH:4][c:5](-[c:13]2[n:14][c:15](-[c:18]3[cH:19][c:20]4[c:21]([cH:27][cH:28]3)[CH2:22][CH2:23][N:24]([CH2:36][CH2:37][CH2:38][C:39](=[O:40])[O:41][CH2:42][CH3:43])[CH2:25][CH2:26]4)[n:16][o:17]2)[cH:6][n:7][c:8]1[O:9][CH:10]([CH3:11])[CH3:12].